From a dataset of the Open Reaction Database (ORD), a public repository of structured organic reaction records. describe an organic reaction: reactants, conditions, products, and yield The reactants are COC(=O)C=1C=C2C=CNC2=CC1 (1H-indole-5-carboxylic acid methyl ester), [N+](=O)([O-])C1=CC=C(CBr)C=C1 (4-nitrobenzyl bromide). The product is COC(=O)C=1C=C2C=CN(C2=CC1)CC1=CC=C(C=C1)[N+](=O)[O-] (1-(4-Nitro-benzyl)-1H-indole-5-carboxylic acid methyl ester). RXN SMILES: [CH3:1][O:2][C:3]([C:5]1[CH:6]=[C:7]2[C:11](=[CH:12][CH:13]=1)[NH:10][CH:9]=[CH:8]2)=[O:4].[N+:14]([C:17]1[CH:24]=[CH:23][C:20]([CH2:21]Br)=[CH:19][CH:18]=1)([O-:16])=[O:15]>>[CH3:1][O:2][C:3]([C:5]1[CH:6]=[C:7]2[C:11](=[CH:12][CH:13]=1)[N:10]([CH2:21][C:20]1[CH:23]=[CH:24][C:17]([N+:14]([O-:16])=[O:15])=[CH:18][CH:19]=1)[CH:9]=[CH:8]2)=[O:4]. Procedure details: 1-(4-Nitro-benzyl)-1H-indole-5-carboxylic acid methyl ester was prepared from 1H-indole-5-carboxylic acid methyl ester and 4-nitrobenzyl bromide followed the procedure of Example 3 Step 1 as a yellow poder: 1H NMR (DMSO-d6) δ 3.84 (s, 3H), 5.67 (s, 2H), 6.71 (dd, J=3.2, 0.8 Hz, 1H), 7.40 (d, J=8.8 Hz, 2H), 7.54 (d, J=8.7 Hz, 1H), 7.67 (d, J=0.8 Hz, 1H), 7.73 (dd, J=8.8, 1.7 Hz, 1H), 8.19 (d, J=8.8 Hz, 2H), 8.29 (d, J=1.0 Hz, 1H); MS (ESI) m/z 311 (MH+), 309 ([M−H]−); HRMS calcd for C17H15N2O4: 3... Reactants: SCc1ccccc1, COc1ccc(C(=O)O)cc1, Cc1ccccc1, S=P12SP3(=S)SP(=S)(S1)SP(=S)(S2)S3. Product: COc1ccc(C(=S)SCc2ccccc2)cc1. RXN SMILES: [CH2:12]([c:13]1[cH:14][cH:15][cH:16][cH:17][cH:18]1)[SH:19].[CH3:1][O:2][c:3]1[cH:4][cH:5][c:6]([C:9](=[O:10])[OH:11])[cH:7][cH:8]1.[CH3:34][c:35]1[cH:36][cH:37][cH:38][cH:39][cH:40]1.[P:20]12(=[S:21])[S:22][P:23]3(=[S:33])[S:24][P:25](=[S:31])([S:26][P:27](=[S:30])([S:28]3)[S:29]1)[S:32]2>>[CH3:1][O:2][c:3]1[cH:4][cH:5][c:6]([C:9]([S:19][CH2:12][c:13]2[cH:14][cH:15][cH:16][cH:17][cH:18]2)=[S:21])[cH:7][cH:8]1. Starting materials: NC1=NC=CC(=C1)OC=1C=C(C(=O)OCC)C=CC1Cl (ethyl 3-(2-aminopyridin-4-yloxy)-4-chlorobenzoate), BrBr (bromine). Run in C(C)(=O)O (acetic acid). Conditions: time 30 minute. Product: NC1=NC=C(C(=C1)OC=1C=C(C(=O)OCC)C=CC1Cl)Br (ethyl 3-(2-amino-5-bromopyridin-4-yloxy)-4-chlorobenzoate). Yield: 61.4%. RXN SMILES: [NH2:1][C:2]1[CH:7]=[C:6]([O:8][C:9]2[CH:10]=[C:11]([CH:17]=[CH:18][C:19]=2[Cl:20])[C:12]([O:14][CH2:15][CH3:16])=[O:13])[CH:5]=[CH:4][N:3]=1.[Br:21]Br>C(O)(=O)C>[NH2:1][C:2]1[CH:7]=[C:6]([O:8][C:9]2[CH:10]=[C:11]([CH:17]=[CH:18][C:19]=2[Cl:20])[C:12]([O:14][CH2:15][CH3:16])=[O:13])[C:5]([Br:21])=[CH:4][N:3]=1. Reported procedure: A flask was charged with ethyl 3-(2-aminopyridin-4-yloxy)-4-chlorobenzoate (5.50 g, 18.8 mmol) and acetic acid (50 mL), and bromine (0.943 ml, 18.4 mmol) was added. The reaction was stirred at ambient temperature for 30 minutes and then concentrated. The residue was purified by silica gel column chromatography, eluting with 20%-35% ethyl acetate in hexanes to give the desired product (4.20 g, 58.9% yield) as light yellow solid. As a reaction SMILES: [Br:54][CH2:55][c:56]1[o:57][c:58](=[O:62])[o:59][c:60]1[CH3:61].[O:1]=[C:2]1[NH:3][c:4]2[c:5]([cH:50][cH:51][cH:52][cH:53]2)[CH2:6][CH2:7][N:8]1[CH:9]1[CH2:10][CH2:11][N:12]([C:15](=[O:16])[O:17][CH:18]([C:19](=[O:20])[N:21]2[CH2:22][CH2:23][CH:24]([CH:27]3[CH2:28][CH2:29][N:30]([CH2:33][C:34](=[O:35])[OH:36])[CH2:31][CH2:32]3)[CH2:25][CH2:26]2)[CH2:37][c:38]2[cH:39][c:40]([Cl:49])[c:41]([NH2:48])[c:42]([C:44]([F:45])([F:46])[F:47])[cH:43]2)[CH2:13][CH2:14]1>>[O:1]=[C:2]1[NH:3][c:4]2[c:5]([cH:50][cH:51][cH:52][cH:53]2)[CH2:6][CH2:7][N:8]1[CH:9]1[CH2:10][CH2:11][N:12]([C:15](=[O:16])[O:17][CH:18]([C:19](=[O:20])[N:21]2[CH2:22][CH2:23][CH:24]([CH:27]3[CH2:28][CH2:29][N:30]([CH2:33][C:34](=[O:35])[O:36][CH2:55][c:56]4[o:57][c:58](=[O:62])[o:59][c:60]4[CH3:61])[CH2:31][CH2:32]3)[CH2:25][CH2:26]2)[CH2:37][c:38]2[cH:39][c:40]([Cl:49])[c:41]([NH2:48])[c:42]([C:44]([F:45])([F:46])[F:47])[cH:43]2)[CH2:13][CH2:14]1. The reactants are Cc1oc(=O)oc1CBr, Nc1c(Cl)cc(CC(OC(=O)N2CCC(N3CCc4ccccc4NC3=O)CC2)C(=O)N2CCC(C3CCN(CC(=O)O)CC3)CC2)cc1C(F)(F)F. Product: Cc1oc(=O)oc1COC(=O)CN1CCC(C2CCN(C(=O)C(Cc3cc(Cl)c(N)c(C(F)(F)F)c3)OC(=O)N3CCC(N4CCc5ccccc5NC4=O)CC3)CC2)CC1. Starting materials: CCOCc1nc2cnc3cc(Br)ccc3c2n1Cc1ccc(CNC(=O)OC(C)(C)C)cc1, ClC(Cl)Cl, [NH4+], [OH-], O=C(OO)c1cccc(Cl)c1, Cc1ccc(S(=O)(=O)Cl)cc1. Yields the product CCOCc1nc2c(N)nc3cc(Br)ccc3c2n1Cc1ccc(CNC(=O)OC(C)(C)C)cc1. Reaction SMILES: [Br:12][c:13]1[cH:14][cH:15][c:16]2[c:17]3[c:18]([cH:19][n:20][c:21]2[cH:22]1)[n:23][c:24]([CH2:42][O:43][CH2:44][CH3:45])[n:25]3[CH2:26][c:27]1[cH:28][cH:29][c:30]([CH2:31][NH:32][C:33]([O:34][C:35]([CH3:36])([CH3:37])[CH3:38])=[O:39])[cH:40][cH:41]1.[CH:59]([Cl:60])([Cl:61])[Cl:62].[NH4+:46].[OH-:47].[OH:1][O:2][C:3]([c:4]1[cH:5][c:6]([Cl:7])[cH:8][cH:9][cH:10]1)=[O:11].[c:48]1([CH3:49])[cH:50][cH:51][c:52]([S:53]([Cl:54])(=[O:55])=[O:56])[cH:57][cH:58]1>>[Br:12][c:13]1[cH:14][cH:15][c:16]2[c:17]3[c:18]([c:19]([NH2:46])[n:20][c:21]2[cH:22]1)[n:23][c:24]([CH2:42][O:43][CH2:44][CH3:45])[n:25]3[CH2:26][c:27]1[cH:28][cH:29][c:30]([CH2:31][NH:32][C:33]([O:34][C:35]([CH3:36])([CH3:37])[CH3:38])=[O:39])[cH:40][cH:41]1.